This data is from the Open Reaction Database (ORD), a public repository of structured organic reaction records. The task is: describe an organic reaction: reactants, conditions, products, and yield Reactants: C(C1=CC=CC=C1)(=O)C1=C(C(=O)O)C=CC=C1 (o-benzoyl-benzoic acid), C(CCCN)N (1,4-butanediamine), ClC1=C(C=CC=C1)Cl (o-dichlorobenzene). Solvent: O (water). The product is C1(=CC=CC=C1)C12N(C(C3=CC=CC=C13)=O)CCCCN2 (11b-phenyl-1,2,3,4,5,11b-hexahydro-7H-[1,3]-diazepino[2,1-a]isoindol-7-one). RXN SMILES: [C:1]([C:9]1[CH:17]=[CH:16][CH:15]=[CH:14][C:10]=1[C:11]([OH:13])=O)(=O)[C:2]1[CH:7]=[CH:6][CH:5]=[CH:4][CH:3]=1.[CH2:18]([NH2:23])[CH2:19][CH2:20][CH2:21][NH2:22].ClC1C=CC=CC=1Cl>O>[C:2]1([C:1]23[NH:23][CH2:18][CH2:19][CH2:20][CH2:21][N:22]2[C:11](=[O:13])[C:10]2[C:9]3=[CH:17][CH:16]=[CH:15][CH:14]=2)[CH:3]=[CH:4][CH:5]=[CH:6][CH:7]=1. Procedure: 22.6 Parts of o-benzoyl-benzoic acid and 10.1 parts of 1,4-butanediamine in 100 parts by volume of o-dichlorobenzene are heated within 2 hours to 179° whereby reaction water and a little dichlorobenzene azeotropically distill off. The solvent is then distilled off in vacuo whereupon an oil remains which spontaneously crystallises after some time. On recrystallising from benzene, the pure 11b-phenyl-1,2,3,4,5,11b-hexahydro-7H-[1,3]-diazepino[2,1-a]isoindol-7-one is obtained of the formula ##STR21... Starting materials: [Na+].C1(=CC=CC=C1)S(=O)[O-] (benzenesulfinic acid sodium salt), C1(=CC=CC=C1)S(=O)(=O)CCCCCCCCC(=O)O (9-benzenesulfonyl-nonanoic acid), Cl.Cl.C(C1=CC=CC=C1)OC(C[C@H](CN(C)C)N)=O ((R)-3-amino-4-dimethylamino-butyric acid benzyl ester dihydrochloride), BrCCCCCCCCCO (9-bromo-1-nonanol), C1(=CC=CC=C1)S(=O)(=O)CCCCCCCCCO (9-benzenesulfonyl-nonan-1-ol). Yields the product C(C1=CC=CC=C1)OC(C[C@H](CN(C)C)NC(CCCCCCCCS(=O)(=O)C1=CC=CC=C1)=O)=O ((R)-3-(9-benzenesulfonyl-nonanoylamino)-4-dimethylamino-butyric acid benzyl ester). Reaction SMILES: [Na+].C1(S([O-])=O)C=CC=CC=1.BrCCCCCCCCCO.[C:22]1([S:28]([CH2:31][CH2:32][CH2:33][CH2:34][CH2:35][CH2:36][CH2:37][CH2:38][CH2:39][OH:40])(=[O:30])=[O:29])[CH:27]=[CH:26][CH:25]=[CH:24][CH:23]=1.C1(S(CCCCCCCCC(O)=O)(=O)=O)C=CC=CC=1.Cl.Cl.[CH2:63]([O:70][C:71](=[O:79])[CH2:72][C@@H:73]([NH2:78])[CH2:74][N:75]([CH3:77])[CH3:76])[C:64]1[CH:69]=[CH:68][CH:67]=[CH:66][CH:65]=1>>[CH2:63]([O:70][C:71](=[O:79])[CH2:72][C@@H:73]([NH:78][C:39](=[O:40])[CH2:38][CH2:37][CH2:36][CH2:35][CH2:34][CH2:33][CH2:32][CH2:31][S:28]([C:22]1[CH:23]=[CH:24][CH:25]=[CH:26][CH:27]=1)(=[O:29])=[O:30])[CH2:74][N:75]([CH3:76])[CH3:77])[C:64]1[CH:69]=[CH:68][CH:67]=[CH:66][CH:65]=1 |f:0.1,5.6.7|. Reported procedure: The title compound, m/e=427.5 ([M+H]+), was produced in analogy with example 18, steps 1 to 4. Thus, benzenesulfinic acid sodium salt was alkylated in step 1 with 9-bromo-1-nonanol, leading to 9-benzenesulfonyl-nonan-1-ol, which was oxidized in step 2 to 9-benzenesulfonyl-nonanoic acid. This was coupled in step 3 with (R)-3-amino-4-dimethylamino-butyric acid benzyl ester dihydrochloride to produce (R)-3-(9-benzenesulfonyl-nonanoylamino)-4-dimethylamino-butyric acid benzyl ester, which was hydrog...